describe an organic reaction: reactants, conditions, products, and yield From a dataset of the Open Reaction Database (ORD), a public repository of structured organic reaction records. Starting materials: C[N+](C)(C)Cc1ccccc1, CO, [Ca+2], ClCCl, O=I(=O)Cl, O=I(=O)Cl, COC(=O)c1ccc(N)cc1Cl, O=C([O-])[O-]. Product: COC(=O)c1cc(I)c(N)cc1Cl. RXN SMILES: [CH2:26]([N+:27]([CH3:28])([CH3:29])[CH3:30])[c:31]1[cH:32][cH:33][cH:34][cH:35][cH:36]1.[CH3:40][OH:41].[Ca+2:13].[Cl:37][CH2:38][Cl:39].[I:18]([Cl:19])(=[O:20])=[O:21].[I:22]([Cl:23])(=[O:24])=[O:25].[NH2:1][c:2]1[cH:3][c:4]([Cl:12])[c:5]([C:6](=[O:7])[O:8][CH3:9])[cH:10][cH:11]1.[O-:14][C:15](=[O:16])[O-:17]>>[NH2:1][c:2]1[cH:3][c:4]([Cl:12])[c:5]([C:6](=[O:7])[O:8][CH3:9])[cH:10][c:11]1[I:18]. Starting materials: [Al+3], C1CCOC1, CCOC(C)=O, COc1nnc2c(NC(C)C)nc3cc(C(=O)N(C)OC)ccc3n12, [H-], [H-], [H-], [H-], [Li+], [Na+], [OH-], O. The product is COc1nnc2c(NC(C)C)nc3cc(C=O)ccc3n12. RXN SMILES: [Al+3:2].[CH2:35]1[O:36][CH2:37][CH2:38][CH2:39]1.[CH3:40][CH2:41][O:42][C:43]([CH3:44])=[O:45].[CH3:7][O:8][N:9]([C:10](=[O:11])[c:12]1[cH:13][c:14]2[n:15][c:16]([NH:27][CH:28]([CH3:29])[CH3:30])[c:17]3[n:18]([c:19]2[cH:20][cH:21]1)[c:22]([O:25][CH3:26])[n:23][n:24]3)[CH3:31].[H-:1].[H-:4].[H-:5].[H-:6].[Li+:3].[Na+:34].[OH-:33].[OH2:32]>>[CH:10](=[O:11])[c:12]1[cH:13][c:14]2[n:15][c:16]([NH:27][CH:28]([CH3:29])[CH3:30])[c:17]3[n:18]([c:19]2[cH:20][cH:21]1)[c:22]([O:25][CH3:26])[n:23][n:24]3. Starting materials: COCCOC, Nc1ncnc2c1c(I)nn2-c1cc[n+]([O-])cc1, [Na+], [Na+], O=C([O-])[O-], OB(O)c1ccc(Oc2ccccc2)cc1, O, [Pd], c1ccc(P(c2ccccc2)c2ccccc2)cc1, c1ccc(P(c2ccccc2)c2ccccc2)cc1, c1ccc(P(c2ccccc2)c2ccccc2)cc1, c1ccc(P(c2ccccc2)c2ccccc2)cc1. Yields the product Nc1ncnc2c1c(-c1ccc(Oc3ccccc3)cc1)nn2-c1cc[n+]([O-])cc1. Reaction SMILES: [CH2:41]([CH2:42][O:43][CH3:44])[O:45][CH3:46].[NH2:1][c:2]1[c:3]2[c:4]([n:5][cH:6][n:7]1)[n:8](-[c:12]1[cH:13][cH:14][n+:15]([O-:18])[cH:16][cH:17]1)[n:9][c:10]2[I:11].[Na+:35].[Na+:36].[O-:37][C:38](=[O:39])[O-:40].[O:19]([c:20]1[cH:21][cH:22][cH:23][cH:24][cH:25]1)[c:26]1[cH:27][cH:28][c:29]([B:32]([OH:33])[OH:34])[cH:30][cH:31]1.[OH2:47].[Pd:48].[c:106]1([P:107]([c:108]2[cH:109][cH:110][cH:111][cH:112][cH:113]2)[c:114]2[cH:115][cH:116][cH:117][cH:118][cH:119]2)[cH:120][cH:121][cH:122][cH:123][cH:124]1.[c:49]1([P:50]([c:51]2[cH:52][cH:53][cH:54][cH:55][cH:56]2)[c:57]2[cH:58][cH:59][cH:60][cH:61][cH:62]2)[cH:63][cH:64][cH:65][cH:66][cH:67]1.[c:68]1([P:69]([c:70]2[cH:71][cH:72][cH:73][cH:74][cH:75]2)[c:76]2[cH:77][cH:78][cH:79][cH:80][cH:81]2)[cH:82][cH:83][cH:84][cH:85][cH:86]1.[c:87]1([P:88]([c:89]2[cH:90][cH:91][cH:92][cH:93][cH:94]2)[c:95]2[cH:96][cH:97][cH:98][cH:99][cH:100]2)[cH:101][cH:102][cH:103][cH:104][cH:105]1>>[NH2:1][c:2]1[c:3]2[c:4]([n:5][cH:6][n:7]1)[n:8](-[c:12]1[cH:13][cH:14][n+:15]([O-:18])[cH:16][cH:17]1)[n:9][c:10]2-[c:29]1[cH:28][cH:27][c:26]([O:19][c:20]2[cH:21][cH:22][cH:23][cH:24][cH:25]2)[cH:31][cH:30]1.